From a dataset of the Open Reaction Database (ORD), a public repository of structured organic reaction records. describe an organic reaction: reactants, conditions, products, and yield The reactants are O, O=[N+]([O-])O, O=S(=O)(O)O, [O-][n+]1cccc2c1CCCC2. The product is O=[N+]([O-])c1cc[n+]([O-])c2c1CCCC2. As a reaction SMILES: [OH2:21].[OH:6][N+:7]([O-:8])=[O:9].[S:1](=[O:2])(=[O:3])([OH:4])[OH:5].[n+:10]1([O-:20])[cH:11][cH:12][cH:13][c:14]2[c:19]1[CH2:18][CH2:17][CH2:16][CH2:15]2>>[O-:6][N+:7](=[O:9])[c:13]1[cH:12][cH:11][n+:10]([O-:20])[c:19]2[c:14]1[CH2:15][CH2:16][CH2:17][CH2:18]2. Reactants: [H-].C(C(C)C)[Al+]CC(C)C (diisobutylaluminum hydride), solution, COC([C@@H](NC(=O)C1CCCCC1)CC1=CC=CC=C1)=O (N-Cyclohexanoylphenylalanine methyl ester). The solvent is C1(=CC=CC=C1)C (toluene), COCCOC (ethylene glycol dimethyl ether). Reaction conditions: temperature -70 celsius, time 2 hour. Product: C1(CCCCC1)C(=O)N[C@@H](CC1=CC=CC=C1)C=O (N-Cyclohexanoylphenylalanine Aldehyde). RXN SMILES: C[O:2][C:3](=O)[C@H:4]([CH2:14][C:15]1[CH:20]=[CH:19][CH:18]=[CH:17][CH:16]=1)[NH:5][C:6]([CH:8]1[CH2:13][CH2:12][CH2:11][CH2:10][CH2:9]1)=[O:7].[H-].C([Al+]CC(C)C)C(C)C>COCCOC.C1(C)C=CC=CC=1>[CH:8]1([C:6]([NH:5][C@H:4]([CH:3]=[O:2])[CH2:14][C:15]2[CH:16]=[CH:17][CH:18]=[CH:19][CH:20]=2)=[O:7])[CH2:13][CH2:12][CH2:11][CH2:10][CH2:9]1 |f:1.2|. Reported procedure: N-Cyclohexanoylphenylalanine methyl ester (0.5 g) was dissolved in ethylene glycol dimethyl ether (20 mL). The solution was cooled to -70° C. and diisobutylaluminum hydride (2.04 mL of a 1.5M solution in toluene) was added. The resulting reaction mixture was stirred at -70° C. for 2 hours. The reaction was quenched by dropwise addition of 2N hydrochloric acid. The mixture was extracted with cold ethyl acetate. The ethyl acetate solution was washed with brine and dried over sodium sulfate. Concen...